This data is from the Open Reaction Database (ORD), a public repository of structured organic reaction records. The task is: describe an organic reaction: reactants, conditions, products, and yield The reactants are COC=1C=CC(=C(C1)CC(=O)OC)OCC1=CC=C(C=C1)OCC=1N=C(OC1C)C1=CC=CC=C1 (methyl 2-[5-methoxy-2-[-4-[(5-methyl-2-phenyl-4-oxazolyl)methoxy]benzyloxy]phenyl]acetate), O1CCCC1 (tetrahydrofuran), [OH-].[Na+] (sodium hydroxide), Cl (Hydrochloric acid). The solvent is CO (methanol), O (water). Run at temperature 50 celsius, time 15 hour. Product: COC=1C=CC(=C(C1)CC(=O)O)OCC1=CC=C(C=C1)OCC=1N=C(OC1C)C1=CC=CC=C1 (2-[5-methoxy-2-[4-[(5-methyl-2-phenyl-4-oxazolyl)methoxy]benzyloxy]phenyl]acetic acid). The yield is 94.6%. Reaction SMILES: [CH3:1][O:2][C:3]1[CH:4]=[CH:5][C:6]([O:14][CH2:15][C:16]2[CH:21]=[CH:20][C:19]([O:22][CH2:23][C:24]3[N:25]=[C:26]([C:30]4[CH:35]=[CH:34][CH:33]=[CH:32][CH:31]=4)[O:27][C:28]=3[CH3:29])=[CH:18][CH:17]=2)=[C:7]([CH2:9][C:10]([O:12]C)=[O:11])[CH:8]=1.O1CCCC1.[OH-].[Na+].Cl>O.CO>[CH3:1][O:2][C:3]1[CH:4]=[CH:5][C:6]([O:14][CH2:15][C:16]2[CH:21]=[CH:20][C:19]([O:22][CH2:23][C:24]3[N:25]=[C:26]([C:30]4[CH:31]=[CH:32][CH:33]=[CH:34][CH:35]=4)[O:27][C:28]=3[CH3:29])=[CH:18][CH:17]=2)=[C:7]([CH2:9][C:10]([OH:12])=[O:11])[CH:8]=1 |f:2.3|. Reported procedure: To a mixture of methyl 2-[5-methoxy-2-[-4-[(5-methyl-2-phenyl-4-oxazolyl)methoxy]benzyloxy]phenyl]acetate (0.98 g), tetrahydrofuran (4 mL) and methanol (4 mL) was added a 1N aqueous sodium hydroxide solution (4.2 mL) and the mixture was stirred at 50° C. for 15 hrs. 1N Hydrochloric acid (4.2 mL) and water were added to the reaction mixture, and the precipitated solid was collected by filtration and dried with air to give crystals (0.90 g, 94%) of 2-[5-methoxy-2-[4-[(5-methyl-2-phenyl-4-oxazolyl)... Starting materials: CCOc1cc(OC(F)(F)F)ccc1C(=O)OC, Cl, [Li+], C1CCOC1, [OH-], O. The product is CCOc1cc(OC(F)(F)F)ccc1C(=O)O. RXN SMILES: [CH3:1][O:2][C:3]([c:4]1[c:5]([O:15][CH2:16][CH3:17])[cH:6][c:7]([O:10][C:11]([F:12])([F:13])[F:14])[cH:8][cH:9]1)=[O:18].[ClH:21].[Li+:19].[O:22]1[CH2:23][CH2:24][CH2:25][CH2:26]1.[OH-:20].[OH2:27]>>[O:2]=[C:3]([c:4]1[c:5]([O:15][CH2:16][CH3:17])[cH:6][c:7]([O:10][C:11]([F:12])([F:13])[F:14])[cH:8][cH:9]1)[OH:18]. The reactants are OC1=C(C(=CC(=C1OC)OC)C)CCCCCCCCCCO (10-(2-hydroxy-3,4-dimethoxy-6-methylphenyl)decan-1-ol), N(O)(S(=O)(=O)O)S(=O)(=O)[O-].[K+].[K+] (dipotassium nitrosodisulfonate), C(C)(=O)[O-].[Na+] (sodium acetate), O (water), O (water). The solvent is CO (methanol). Yields the product crude product, OCCCCCCCCCCC1=C(C(C(=C(C1=O)OC)OC)=O)C (6-(10-hydroxydecyl)-2,3-dimethoxy-5-methyl-1,4-benzoquinone). The yield is 93.9%. Reaction SMILES: [OH:1][C:2]1[C:7]([O:8][CH3:9])=[C:6]([O:10][CH3:11])[CH:5]=[C:4]([CH3:12])[C:3]=1[CH2:13][CH2:14][CH2:15][CH2:16][CH2:17][CH2:18][CH2:19][CH2:20][CH2:21][CH2:22][OH:23].C([O-])(=[O:26])C.[Na+].O.N(S([O-])(=O)=O)(S(O)(=O)=O)O.[K+].[K+]>CO>[OH:23][CH2:22][CH2:21][CH2:20][CH2:19][CH2:18][CH2:17][CH2:16][CH2:15][CH2:14][CH2:13][C:3]1[C:2](=[O:1])[C:7]([O:8][CH3:9])=[C:6]([O:10][CH3:11])[C:5](=[O:26])[C:4]=1[CH3:12] |f:1.2,4.5.6|. Procedure details: In methanol (110 l) was dissolved 10-(2-hydroxy-3,4-dimethoxy-6-methylphenyl)decan-1-ol (6.84 kg). To this solution were added sodium acetate (27.4 kg) and water (110 l). To the mixture was then added dipotassium nitrosodisulfonate (23.5 kg, content 69.9%), which was stirred at 50°±3° C. for 3 hours. After confirming disappearance of the starting material by means of thin-layer chromatography, water (550 l) was added to the mixture, which was stirred at 10° C. or below for 30 minutes or longer, ...